Dataset: the Open Reaction Database (ORD), a public repository of structured organic reaction records. Task: describe an organic reaction: reactants, conditions, products, and yield The reactants are CC(C)C(Br)C(=O)O, C#CC(Br)c1cccc(Oc2ccccc2)c1, Cc1ccc(N)c(F)c1. The product is Cc1ccc(NC(C(=O)O)C(C)C)c(F)c1. As a reaction SMILES: [Br:1][CH:2]([C:3](=[O:4])[OH:5])[CH:6]([CH3:7])[CH3:8].[C:18]([CH:19]([Br:20])[c:21]1[cH:22][cH:23][cH:24][c:25]([O:26][c:27]2[cH:28][cH:29][cH:30][cH:31][cH:32]2)[cH:33]1)#[CH:34].[F:9][c:10]1[c:11]([NH2:12])[cH:13][cH:14][c:15]([CH3:17])[cH:16]1>>[CH:2]([C:3](=[O:4])[OH:5])([CH:6]([CH3:7])[CH3:8])[NH:12][c:11]1[c:10]([F:9])[cH:16][c:15]([CH3:17])[cH:14][cH:13]1. Reactants: C(C)N(C(C)C)C(C)C (N-ethyldiisopropylamine), BrCCC (1-bromopropane), NCC1=NC(=NO1)C=1N=CN2C1[C@H]1N(C(C3=C2C=CS3)=O)CC1 ((S)-1-(5-aminomethyl-1,2,4-oxadiazol-3-yl)-I 1,11a-dihydro-8H, 10H-azeto[1,2-a]imidazo[5,1-c]thieno[3,2-e][1,4]diazepin-8-one). Solvent: CN(C=O)C (dimethylformamide). Run at time 12 hour. Yields the product C(CC)N(CCC)CC1=NC(=NO1)C=1N=CN2C1[C@H]1N(C(C3=C2C=CS3)=O)CC1 ((S)-1-(5-dipropylaminomethyl-1,2,4-oxadiazol-3-yl)-11,11a-dihydro-8H, 10H-azeto[1,2-a]imidazo[5,1-c]thieno[3,2-e][1,4]diazepin-8-one). Yield: 55.0%. RXN SMILES: C(N(C(C)C)[CH:4]([CH3:6])[CH3:5])C.Br[CH2:11][CH2:12][CH3:13].[NH2:14][CH2:15][C:16]1[O:20][N:19]=[C:18]([C:21]2[N:22]=[CH:23][N:24]3[C:30]4[CH:31]=[CH:32][S:33][C:29]=4[C:28](=[O:34])[N:27]4[CH2:35][CH2:36][C@H:26]4[C:25]=23)[N:17]=1>CN(C)C=O>[CH2:11]([N:14]([CH2:15][C:16]1[O:20][N:19]=[C:18]([C:21]2[N:22]=[CH:23][N:24]3[C:30]4[CH:31]=[CH:32][S:33][C:29]=4[C:28](=[O:34])[N:27]4[CH2:35][CH2:36][C@H:26]4[C:25]=23)[N:17]=1)[CH2:5][CH2:4][CH3:6])[CH2:12][CH3:13]. Procedure: 1.74 ml of N-ethyldiisopropylamine and 0.55 ml (6 mmol) of 1-bromopropane were added to a solution of 0.500 g (1.52 mmol) of (S)-1-(5-aminomethyl-1,2,4-oxadiazol-3-yl)-I 1,11a-dihydro-8H, 10H-azeto[1,2-a]imidazo[5,1-c]thieno[3,2-e][1,4]diazepin-8-one in 15 ml of dimethylformamide and the mixture was stirred at 70° for 12 hours. The dimethylformamide was evaporated and the residue was partitioned between methylene chloride and 2N sodium carbonate solution. The aqueous phase was extracted twice wi...